This data is from the Open Reaction Database (ORD), a public repository of structured organic reaction records. The task is: describe an organic reaction: reactants, conditions, products, and yield The reactants are O=C(O)c1cc(Br)ccc1O, O=[N+]([O-])c1ccc(B(O)O)cc1. Yields the product O=C(O)c1cc(-c2ccc([N+](=O)[O-])cc2)ccc1O. As a reaction SMILES: [Br:1][c:2]1[cH:3][cH:4][c:5]([OH:11])[c:6]([C:7](=[O:8])[OH:9])[cH:10]1.[N+:12](=[O:13])([O-:14])[c:15]1[cH:16][cH:17][c:18]([B:21]([OH:22])[OH:23])[cH:19][cH:20]1>>[c:2]1(-[c:18]2[cH:17][cH:16][c:15]([N+:12](=[O:13])[O-:14])[cH:20][cH:19]2)[cH:3][cH:4][c:5]([OH:11])[c:6]([C:7](=[O:8])[OH:9])[cH:10]1. The reactants are C(C)NC(=S)N1CC2(C=N1)CCCC2 (2,3-diazaspiro[4.4]non-3-ene-2-carbothioic acid ethylamide), C1(=CC=C(C=C1)S(=O)(=O)OC)C (methyl p-toluenesulfonate). Solvent: CO (methanol). Yields the product CSC(=NCC)N1CC2(C=N1)CCCC2 (N-ethyl-2,3-diaza-spiro[4.4]non-3-ene-2-carboximidothioic acid methyl ester). Isolated yield 31.9%. Reaction SMILES: [CH2:1]([NH:3][C:4]([N:6]1[N:10]=[CH:9][C:8]2([CH2:14][CH2:13][CH2:12][CH2:11]2)[CH2:7]1)=[S:5])[CH3:2].[C:15]1(C)C=CC(S(OC)(=O)=O)=CC=1>CO>[CH3:15][S:5][C:4]([N:6]1[N:10]=[CH:9][C:8]2([CH2:14][CH2:13][CH2:12][CH2:11]2)[CH2:7]1)=[N:3][CH2:1][CH3:2]. Procedure: To a solution of 1.0 g (4.7 mmol) 2,3-diazaspiro[4.4]non-3-ene-2-carbothioic acid ethylamide in 10 mL methanol was added 1.1 g (5.7 mmol) methyl p-toluenesulfonate. The mixture was refluxed for 48 hrs and concentrated under reduced pressure. The residue was triturated with 30 mL diethyl ether and all volatiles were removed from the isolated oily product under reduced pressure. The residual oil was taken up in 40 mL dichloromethane and extracted 3 times with a saturated aqueous NaHCO3 solution. T... Starting materials: COC1=C(C=CC2=CC=CC=C12)C(=O)CCC(=O)O (3-(1-methoxy-2-naphthoyl)propionic acid), [H][H] (hydrogen). The reagents and catalysts are [Pd] (palladium). The solvent is C(C)O (ethanol). Conditions: time 6 hour. Yields the product COC1=C(C=CC=2CCCCC12)CCCC(=O)O (4-(1-Methoxy-5,6,7,8-tetrahydro-2-naphthyl)-butyric acid). Reaction SMILES: [CH3:1][O:2][C:3]1[C:12]2[C:7](=[CH:8][CH:9]=[CH:10][CH:11]=2)[CH:6]=[CH:5][C:4]=1[C:13]([CH2:15][CH2:16][C:17]([OH:19])=[O:18])=O.[H][H]>C(O)C.[Pd]>[CH3:1][O:2][C:3]1[C:12]2[CH2:11][CH2:10][CH2:9][CH2:8][C:7]=2[CH:6]=[CH:5][C:4]=1[CH2:13][CH2:15][CH2:16][C:17]([OH:19])=[O:18]. Procedure details: 42 g (0.15 mol) of 3-(1-methoxy-2-naphthoyl)propionic acid [cf. W. I. Awad, F. G. Badder, A. E. Marei, J. Chem. Soc. 1954, p. 4538] are hydrogenated for 6 h at 60° C. and 30 bar of hydrogen in 800 ml of ethanol in the presence of 12 g of palladium/animal carbon (10% strength) as a catalyst. The catalyst is filtered off, the solution is evaporated and the residue is flash chromatographed on silica gel using methylene chloride/methanol 10:1 as the eluent.